From a dataset of the Open Reaction Database (ORD), a public repository of structured organic reaction records. describe an organic reaction: reactants, conditions, products, and yield Reactants: CN(C)C=O, O=C(Cl)C(=O)Cl, ClCCl, COc1cc2c(=O)c(C#N)c[nH]c2cc1OS(=O)(=O)C(F)(F)F. Product: COc1cc2c(Cl)c(C#N)cnc2cc1OS(=O)(=O)C(F)(F)F. RXN SMILES: [CH3:24][N:25]([CH3:26])[CH:27]=[O:28].[Cl:29][C:30]([C:31]([Cl:32])=[O:33])=[O:34].[Cl:35][CH2:36][Cl:37].[F:1][C:2]([S:3](=[O:4])(=[O:5])[O:6][c:7]1[c:8]([O:20][CH3:21])[cH:9][c:10]2[c:11](=[O:19])[c:12]([C:17]#[N:18])[cH:13][nH:14][c:15]2[cH:16]1)([F:22])[F:23]>>[F:1][C:2]([S:3](=[O:4])(=[O:5])[O:6][c:7]1[c:8]([O:20][CH3:21])[cH:9][c:10]2[c:11]([Cl:29])[c:12]([C:17]#[N:18])[cH:13][n:14][c:15]2[cH:16]1)([F:22])[F:23]. Reactants: CCN(C(C)C)C(C)C, Cc1ccccc1, O=C=Nc1ccc(Cl)c(Cl)c1, Nc1ccc(Oc2ccc(CCC(=O)N3CCN(Cc4ccc5c(c4)OCO5)CC3)cc2)nc1. The product is O=C(Nc1ccc(Oc2ccc(CCC(=O)N3CCN(Cc4ccc5c(c4)OCO5)CC3)cc2)nc1)Nc1ccc(Cl)c(Cl)c1. Reaction SMILES: [CH2:35]([N:36]([CH:37]([CH3:38])[CH3:39])[CH:40]([CH3:41])[CH3:42])[CH3:43].[CH3:55][c:56]1[cH:57][cH:58][cH:59][cH:60][cH:61]1.[Cl:44][c:45]1[cH:46][c:47]([N:52]=[C:53]=[O:54])[cH:48][cH:49][c:50]1[Cl:51].[NH2:1][c:2]1[cH:3][cH:4][c:5]([O:8][c:9]2[cH:10][cH:11][c:12]([CH2:15][CH2:16][C:17](=[O:18])[N:19]3[CH2:20][CH2:21][N:22]([CH2:25][c:26]4[cH:27][c:28]5[c:32]([cH:33][cH:34]4)[O:31][CH2:30][O:29]5)[CH2:23][CH2:24]3)[cH:13][cH:14]2)[n:6][cH:7]1>>[NH:1]([c:2]1[cH:3][cH:4][c:5]([O:8][c:9]2[cH:10][cH:11][c:12]([CH2:15][CH2:16][C:17](=[O:18])[N:19]3[CH2:20][CH2:21][N:22]([CH2:25][c:26]4[cH:27][c:28]5[c:32]([cH:33][cH:34]4)[O:31][CH2:30][O:29]5)[CH2:23][CH2:24]3)[cH:13][cH:14]2)[n:6][cH:7]1)[C:53]([NH:52][c:47]1[cH:46][c:45]([Cl:44])[c:50]([Cl:51])[cH:49][cH:48]1)=[O:54]. Reactants: C(C)(C)(C)OC(CCN(C1=NC(=NC=C1[N+](=O)[O-])Cl)CCCC)=O (3-[butyl-(2-chloro-5-nitro-pyrimidin-4-yl)-amino]-propionic acid tert-butyl ester), [H][H] (hydrogen). Reagents/catalysts: [Pd] (palladium on carbon). The solvent is C(C)(=O)OCC (ethyl acetate). The product is C(C)(C)(C)OC(CCN(CCCC)C1=NC(=NC=C1N)Cl)=O (3-[(5-amino-2-chloro-pyrimidin-4-yl)-butyl-amino]-propanoic acid tert-butyl ester). The yield is 87.9%. RXN SMILES: [C:1]([O:5][C:6](=[O:24])[CH2:7][CH2:8][N:9]([CH2:20][CH2:21][CH2:22][CH3:23])[C:10]1[C:15]([N+:16]([O-])=O)=[CH:14][N:13]=[C:12]([Cl:19])[N:11]=1)([CH3:4])([CH3:3])[CH3:2].[H][H]>C(OCC)(=O)C.[Pd]>[C:1]([O:5][C:6](=[O:24])[CH2:7][CH2:8][N:9]([C:10]1[C:15]([NH2:16])=[CH:14][N:13]=[C:12]([Cl:19])[N:11]=1)[CH2:20][CH2:21][CH2:22][CH3:23])([CH3:2])([CH3:3])[CH3:4]. Reported procedure: A mixture of 1.6 g (0.0045 mole) of 3-[butyl-(2-chloro-5-nitro-pyrimidin-4-yl)-amino]-propionic acid tert-butyl ester (IV-44) in 50 mL of ethyl acetate and 0.5 g of 5% palladium on carbon catalyst was stirred under an atmosphere of hydrogen until hydrogen uptake was complete. The mixture was filtered through a pad of Celite, washing the filter pad with dichloromethane. Concentration of the filtrate under reduced pressure gave 1.3 g of 3-[(5-amino-2-chloro-pyrimidin-4-yl)-butyl-amino]-propanoic a... Reactants: C1CCOC1, COC(=O)c1sc(CCc2c(-c3ccc(F)cn3)noc2C)nc1C, CO, [Li+], [OH-], O, O. The product is Cc1nc(CCc2c(-c3ccc(F)cn3)noc2C)sc1C(=O)O. Reaction SMILES: [CH2:29]1[O:30][CH2:31][CH2:32][CH2:33]1.[CH3:1][O:2][C:3](=[O:4])[c:5]1[c:6]([CH3:25])[n:7][c:8]([CH2:10][CH2:11][c:12]2[c:13](-[c:18]3[n:19][cH:20][c:21]([F:24])[cH:22][cH:23]3)[n:14][o:15][c:16]2[CH3:17])[s:9]1.[CH3:35][OH:36].[Li+:28].[OH-:27].[OH2:26].[OH2:34]>>[O:2]=[C:3]([OH:4])[c:5]1[c:6]([CH3:25])[n:7][c:8]([CH2:10][CH2:11][c:12]2[c:13](-[c:18]3[n:19][cH:20][c:21]([F:24])[cH:22][cH:23]3)[n:14][o:15][c:16]2[CH3:17])[s:9]1. Starting materials: CCCC[Sn](Cl)(CCCC)CCCC, CCCCC, CN(C)C=O, SCc1ccccc1. The product is CCCC[Sn](CCCC)(CCCC)SCc1ccccc1. RXN SMILES: [CH2:9]([CH2:10][CH2:11][CH3:12])[Sn:13]([CH2:14][CH2:15][CH2:16][CH3:17])([CH2:18][CH2:19][CH2:20][CH3:21])[Cl:22].[CH3:28][CH2:29][CH2:30][CH2:31][CH3:32].[O:23]=[CH:24][N:25]([CH3:26])[CH3:27].[c:1]1([CH2:7][SH:8])[cH:2][cH:3][cH:4][cH:5][cH:6]1>>[c:1]1([CH2:7][S:8][Sn:13]([CH2:9][CH2:10][CH2:11][CH3:12])([CH2:14][CH2:15][CH2:16][CH3:17])[CH2:18][CH2:19][CH2:20][CH3:21])[cH:2][cH:3][cH:4][cH:5][cH:6]1. Reactants: C1(=CC=CC=C1)P(C1=CC=CC=C1)C1=CC=CC=C1 (triphenylphosphine), CC(C)(C)[O-].[Na+] (tBuONa), C1=CC=C(C=C1)C2=CC=C(C=C2)NC3=CC=C(C=C3)C4=CC=CC=C4 (4,4′-Iminobis(biphenyl)), BrC1=CC=C(C=C1)C1=CC=C(C=C1)Br (4,4′-dibromobiphenyl). The reagents and catalysts are CC(=O)[O-].CC(=O)[O-].[Pd+2] (Pd(OAc)2). Solvent: C1(=CC=CC=C1)C (toluene). Conditions: time 15 minute. Yields the product C1(=CC=C(C=C1)N(C1=CC=C(C=C1)C1=CC=CC=C1)C1=CC=C(C=C1)C1=CC=C(C=C1)Br)C1=CC=CC=C1 (N-[1,1′-biphenyl]-4-yl-N-(4′-bromo[1,1′-biphenyl]-4-yl)-[1,1′-biphenyl]-4-amine). Reaction SMILES: [CH:1]1[CH:6]=[CH:5][C:4]([C:7]2[CH:12]=[CH:11][C:10]([NH:13][C:14]3[CH:19]=[CH:18][C:17]([C:20]4[CH:25]=[CH:24][CH:23]=[CH:22][CH:21]=4)=[CH:16][CH:15]=3)=[CH:9][CH:8]=2)=[CH:3][CH:2]=1.[Br:26][C:27]1[CH:32]=[CH:31][C:30]([C:33]2[CH:38]=[CH:37][C:36](Br)=[CH:35][CH:34]=2)=[CH:29][CH:28]=1.C1(P(C2C=CC=CC=2)C2C=CC=CC=2)C=CC=CC=1.CC([O-])(C)C.[Na+]>C1(C)C=CC=CC=1.CC([O-])=O.CC([O-])=O.[Pd+2]>[C:17]1([C:20]2[CH:25]=[CH:24][CH:23]=[CH:22][CH:21]=2)[CH:18]=[CH:19][C:14]([N:13]([C:36]2[CH:35]=[CH:34][C:33]([C:30]3[CH:29]=[CH:28][C:27]([Br:26])=[CH:32][CH:31]=3)=[CH:38][CH:37]=2)[C:10]2[CH:11]=[CH:12][C:7]([C:4]3[CH:3]=[CH:2][CH:1]=[CH:6][CH:5]=3)=[CH:8][CH:9]=2)=[CH:15][CH:16]=1 |f:3.4,6.7.8|. Procedure: 4,4′-Iminobis(biphenyl) (2.0 g, 6.23 mmol), and 4,4′-dibromobiphenyl (3.9 g, 12.6 mmol) were mixed in 150 mL of anhydrous toluene. To the solution was bubbled nitrogen while stirring for 15 min. Pd(OAc)2 (0.02 g, 0.089 mmol), triphenylphosphine (0.09 g, 0.34 mmol) and tBuONa (1.15 g, 11.9 mmol) were added in sequence. The mixture was heated to reflux overnight under nitrogen. After cooling, the reaction mixture was filtered through Celite pad and the solvent was then evaporated. The residue (3.1... Reactants: FC1=C(C=CC(=N1)C=1C=NC=CC1)B(O)O (6-fluoro-2,3′-bipyridin-5-ylboronic acid), ClC1=NC(=NC(=N1)C)N(CC1=CC=C(C=C1)OC)CC1=CC=C(C=C1)OC (4-chloro-N,N-bis(4-methoxybenzyl)-6-methyl-1,3,5-triazin-2-amine), CC(CC1=CC=CC=C1)N.OP(=O)(O)O (Amphos), C(C)(=O)[O-].[K+] (potassium acetate). Run in O1CCOCC1 (dioxane), O (water). Reaction conditions: temperature 120 celsius. Yields the product FC1=C(C=CC(=N1)C=1C=NC=CC1)C1=NC(=NC(=N1)C)N(CC1=CC=C(C=C1)OC)CC1=CC=C(C=C1)OC (4-(6-fluoro-2,3′-bipyridin-5-yl)-N,N-bis(4-methoxybenzyl)-6-methyl-1,3,5-triazin-2-amine). The yield is 51.6%. Reaction SMILES: [F:1][C:2]1[N:7]=[C:6]([C:8]2[CH:9]=[N:10][CH:11]=[CH:12][CH:13]=2)[CH:5]=[CH:4][C:3]=1B(O)O.Cl[C:18]1[N:23]=[C:22]([CH3:24])[N:21]=[C:20]([N:25]([CH2:35][C:36]2[CH:41]=[CH:40][C:39]([O:42][CH3:43])=[CH:38][CH:37]=2)[CH2:26][C:27]2[CH:32]=[CH:31][C:30]([O:33][CH3:34])=[CH:29][CH:28]=2)[N:19]=1.CC(N)CC1C=CC=CC=1.OP(O)(O)=O.C([O-])(=O)C.[K+]>O1CCOCC1.O>[F:1][C:2]1[N:7]=[C:6]([C:8]2[CH:9]=[N:10][CH:11]=[CH:12][CH:13]=2)[CH:5]=[CH:4][C:3]=1[C:18]1[N:23]=[C:22]([CH3:24])[N:21]=[C:20]([N:25]([CH2:26][C:27]2[CH:28]=[CH:29][C:30]([O:33][CH3:34])=[CH:31][CH:32]=2)[CH2:35][C:36]2[CH:37]=[CH:38][C:39]([O:42][CH3:43])=[CH:40][CH:41]=2)[N:19]=1 |f:2.3,4.5|. Procedure details: A mixture of 6-fluoro-2,3′-bipyridin-5-ylboronic acid (555 mg, 2.55 mmol), 4-chloro-N,N-bis(4-methoxybenzyl)-6-methyl-1,3,5-triazin-2-amine (700 mg, 1.819 mmol), Amphos 2 (64.4 mg, 0.091 mmol) (Aldrich) and potassium acetate (548 mg, 5.58 mmol) (Aldrich) in dioxane (12 mL) and water (3.0 mL) was purged with argon and heated in a microwave reactor at 120° C. for 30 min. The reaction mixture was treated with 1 N NaOH (15 mL) and extracted with EtOAc (50 mL), washed with brine and dried over MgSO4,... Reactants: NC1=NC(=NC(=N1)OC)C (2-amino-4-methoxy-6-methyl-1,3,5-triazine), S1C=C(C2=C1C=CC=C2)S(=O)(=O)N=C=O (benzothiophene-3-sulfonyl isocyanate). Run in C(C)#N (acetonitrile). Product: COC1=NC(=NC(=N1)C)NC(=O)NS(=O)(=O)C1=CSC2=C1C=CC=C2 (N-[(4-methoxy-6-methyl-1,3,5-triazin-2-yl)aminocarbonyl]benzothiophene-3-sulfonamide). Yield: 73.9%. Reaction SMILES: [NH2:1][C:2]1[N:7]=[C:6]([O:8][CH3:9])[N:5]=[C:4]([CH3:10])[N:3]=1.[S:11]1[C:15]2[CH:16]=[CH:17][CH:18]=[CH:19][C:14]=2[C:13]([S:20]([N:23]=[C:24]=[O:25])(=[O:22])=[O:21])=[CH:12]1>C(#N)C>[CH3:9][O:8][C:6]1[N:5]=[C:4]([CH3:10])[N:3]=[C:2]([NH:1][C:24]([NH:23][S:20]([C:13]2[C:14]3[CH:19]=[CH:18][CH:17]=[CH:16][C:15]=3[S:11][CH:12]=2)(=[O:21])=[O:22])=[O:25])[N:7]=1. Procedure: To 1.4 g of 2-amino-4-methoxy-6-methyl-1,3,5-triazine in 25 ml acetonitrile was added 2.4 g of benzothiophene-3-sulfonyl isocyanate with stirring. After stirring overnight at ambient temperature the mixture was filtered and the precipitate was washed with butyl chloride to yield 2.8 g of a white solid, m.p. 187°-188°. It showed absorption peaks by Nuclear Magnetic Resonance (60 MC) at 2.25 and 3.9 (methyl and methoxy in triazine), at 7-8 (benzo hydrogens) and 8.3 δ (thiophene hydrogen) consisten...